This data is from the Open Reaction Database (ORD), a public repository of structured organic reaction records. The task is: describe an organic reaction: reactants, conditions, products, and yield Starting materials: CNC1c2ccccc2Oc2ccccc21, O=C=N[Si](N=C=O)(N=C=O)N=C=O, c1ccccc1. Product: CN(C(N)=O)C1c2ccccc2Oc2ccccc21. As a reaction SMILES: [CH3:1][NH:2][CH:3]1[c:4]2[cH:5][cH:6][cH:7][cH:8][c:9]2[O:10][c:11]2[cH:12][cH:13][cH:14][cH:15][c:16]21.[Si:17]([N:18]=[C:19]=[O:20])([N:21]=[C:22]=[O:23])([N:24]=[C:25]=[O:26])[N:27]=[C:28]=[O:29].[cH:30]1[cH:31][cH:32][cH:33][cH:34][cH:35]1>>[CH3:1][N:2]([CH:3]1[c:4]2[cH:5][cH:6][cH:7][cH:8][c:9]2[O:10][c:11]2[cH:12][cH:13][cH:14][cH:15][c:16]21)[C:19]([NH2:18])=[O:20]. The solvent is C(C)(=O)O (acetic acid), O (H2O), O (H2O). Isolated yield 66.9%. Starting materials: C1(=CC=CC=C1)S(=O)(=O)OC1=C(C=O)C=CC(=C1OC)[N+](=O)[O-] (2-Benzenesulfonyloxy-3-methoxy-4-nitrobenzaldehyde). RXN SMILES: [C:1]1([S:7]([O:10][C:11]2[C:18]([O:19][CH3:20])=[C:17]([N+:21]([O-])=O)[CH:16]=[CH:15][C:12]=2[CH:13]=[O:14])(=[O:9])=[O:8])[CH:6]=[CH:5][CH:4]=[CH:3][CH:2]=1>C(O)(=O)C.O.[Fe]>[C:1]1([S:7]([O:10][C:11]2[C:18]([O:19][CH3:20])=[C:17]([NH2:21])[CH:16]=[CH:15][C:12]=2[CH:13]=[O:14])(=[O:9])=[O:8])[CH:2]=[CH:3][CH:4]=[CH:5][CH:6]=1. Reported procedure: The 4-nitrobenzaldehyde from Procedure 3 (82.0 g, 243 mM) in glacial acetic acid (323 ml) and H2O (332 ml) at 90°-95° C. was treated with iron powder (103 g, 40 mesh) added in 10-12 portions during 3/4 hour with vigorous stirring. When addition was complete the suspension was heated at 90°-95° C. for 3 hours. The reaction mixture was cooled and H2O (380 ml) added. The mixture is then filtered and the dark brown solid washed with EtOAc. Removal of solvent afforded 50 g of crude product. Crystalli... Yields the product C1(=CC=CC=C1)S(=O)(=O)OC1=C(C=O)C=CC(=C1OC)N (2-Benzenesulfonyloxy-3-methoxy-4-aminobenzaldehyde). The reagents and catalysts are [Fe] (iron).